Task: describe an organic reaction: reactants, conditions, products, and yield. Dataset: the Open Reaction Database (ORD), a public repository of structured organic reaction records Reactants: [AlH4-], O=C(O)c1nc2c(s1)CCOc1cc(Br)ccc1-2, [Li+], C1CCOC1. Product: OCc1nc2c(s1)CCOc1cc(Br)ccc1-2. Reaction SMILES: [AlH4-:2].[Br:3][c:4]1[cH:5][c:6]2[c:7]([cH:19][cH:20]1)-[c:8]1[n:9][c:10]([C:16](=[O:17])[OH:18])[s:11][c:12]1[CH2:13][CH2:14][O:15]2.[Li+:1].[O:21]1[CH2:22][CH2:23][CH2:24][CH2:25]1>>[Br:3][c:4]1[cH:5][c:6]2[c:7]([cH:19][cH:20]1)-[c:8]1[n:9][c:10]([CH2:16][OH:17])[s:11][c:12]1[CH2:13][CH2:14][O:15]2. Reactants: C(C)(=O)N[C@@H](CS)C(=O)O (N-acetyl-L-cystein), chloro{[(1S,2S)-(−)-2-amino-1,2-diphenylethyl](4-toluenesulfonyl)amido}-(mesitylene)ruthenium(II), C(=O)O (formic acid), Cl (HCl), BrC1=C2CCC(C2=C(C=C1)F)=O (4-bromo-7-fluoro-2,3-dihydro-1H-inden-1-one), TEA. Solvent: C1(=CC=CC=C1)C (toluene), O (water), C1(=CC=CC=C1)C (toluene). Conditions: temperature 40 celsius, time 90 minute. Product: BrC1=C2CC[C@@H](C2=C(C=C1)F)O ((S)-4-Bromo-7-fluoro-2,3-dihydro-1H-inden-1-ol). RXN SMILES: [Br:1][C:2]1[CH:10]=[CH:9][C:8]([F:11])=[C:7]2[C:3]=1[CH2:4][CH2:5][C:6]2=[O:12].C(O)=O.C(N[C@H](C(O)=O)CS)(=O)C.Cl>O.C1(C)C=CC=CC=1>[Br:1][C:2]1[CH:10]=[CH:9][C:8]([F:11])=[C:7]2[C:3]=1[CH2:4][CH2:5][C@@H:6]2[OH:12]. Reported procedure: 20.0 g (87.3 mmol) 4-bromo-7-fluoro-2,3-dihydro-1H-inden-1-one, 142 ml toluene and 13.9 g (138 mmol) TEA are added into a vessel. The mixture is degassed and heated to 40° C. Then, 272 mg (0.44 mmol) chloro{[(1S,2S)-(−)-2-amino-1,2-diphenylethyl](4-toluenesulfonyl)amido}-(mesitylene)ruthenium(II) is added before a mixture of 7.03 g (153 mmol) formic acid (98%) and 3.00 mL toluene is added over a time period of 60 min. The funnel is rinsed with 7.00 ml toluene. Stirring is continued at 40° C. for... Reactants: C(C)#N (acetonitrile), ClC1=CC=C2C=CC(=NC2=N1)N1C(C2=CC=CC=C2C1OC(=O)OC1=CC=CC=C1)=O (2-(7-chloro-1,8-naphthyridin-2-yl)-3-phenoxycarbonyloxy-isoindolin-1-one). Yields the product C(C)N (ethylamine), ClC1=CC=C2C=CC(=NC2=N1)N1C(C2=CC=CC=C2C1OC(=O)NCC)=O (2-(7-chloro-1,8-naphthyridin-2-yl)-3-ethylaminocarbonyloxy-isoindolin-1-one). As a reaction SMILES: [Cl:1][C:2]1[N:11]=[C:10]2[C:5]([CH:6]=[CH:7][C:8]([N:12]3[CH:20]([O:21][C:22]([O:24]C4C=CC=CC=4)=O)[C:19]4[C:14](=[CH:15][CH:16]=[CH:17][CH:18]=4)[C:13]3=[O:31])=[N:9]2)=[CH:4][CH:3]=1.[C:32](#[N:34])[CH3:33]>>[CH2:8]([NH2:9])[CH3:7].[Cl:1][C:2]1[N:11]=[C:10]2[C:5]([CH:6]=[CH:7][C:8]([N:12]3[CH:20]([O:21][C:22]([NH:34][CH2:32][CH3:33])=[O:24])[C:19]4[C:14](=[CH:15][CH:16]=[CH:17][CH:18]=4)[C:13]3=[O:31])=[N:9]2)=[CH:4][CH:3]=1. Reported procedure: Following the procedure of Example 1 but starting with 2-(7-chloro-1,8-naphthyridin-2-yl)-3-phenoxycarbonyloxy-isoindolin-1-one (8.6 g.) and a 33% (w/v) aqueous solution of ethylamine (d = 0.92; 9 cc.) in acetonitrile (200 cc.), 2-(7-chloro-1,8-naphthyridin-2-yl)-3-ethylaminocarbonyloxy-isoindolin-1-one (4.1 g.), melting at 212°-215° C., is obtained. Reactants: ClC1=C(C=C(C=C1C)[N+](=O)[O-])C (2-chloro-1,3-dimethyl-5-nitro-benzene), FC1=CC=C(C=C1)S(=O)(=O)C1=C(C=CC(=C1)O)O (2-(4-fluoro-benzenesulfonyl)-benzene-1,4-diol), C[Si](C)(C)[N-][Si](C)(C)C.[K+] (potassium bis(trimethylsilyl)amide), C1COCCOCCOCCOCCOCCO1 (18-Crown-6), Cl (HCl). The solvent is CN1C(CCC1)=O (1-methyl-2-pyrrolidinone). Run at temperature 0 celsius, time 3 hour. Product: CC1=C(OC2=CC(=C(C=C2)O)S(=O)(=O)C2=CC=C(C=C2)F)C(=CC(=C1)[N+](=O)[O-])C (4-(2,6-Dimethyl-4-nitro-phenoxy)-2-(4-fluoro-benzenesulfonyl)-phenol). Yield: 73.2%. RXN SMILES: [F:1][C:2]1[CH:7]=[CH:6][C:5]([S:8]([C:11]2[CH:16]=[C:15]([OH:17])[CH:14]=[CH:13][C:12]=2[OH:18])(=[O:10])=[O:9])=[CH:4][CH:3]=1.C[Si]([N-][Si](C)(C)C)(C)C.[K+].C1OCCOCCOCCOCCOCCOC1.Cl[C:48]1[C:53]([CH3:54])=[CH:52][C:51]([N+:55]([O-:57])=[O:56])=[CH:50][C:49]=1[CH3:58].Cl>CN1CCCC1=O>[CH3:54][C:53]1[CH:52]=[C:51]([N+:55]([O-:57])=[O:56])[CH:50]=[C:49]([CH3:58])[C:48]=1[O:17][C:15]1[CH:14]=[CH:13][C:12]([OH:18])=[C:11]([S:8]([C:5]2[CH:6]=[CH:7][C:2]([F:1])=[CH:3][CH:4]=2)(=[O:10])=[O:9])[CH:16]=1 |f:1.2|. Procedure details: A solution of 2-(4-fluoro-benzenesulfonyl)-benzene-1,4-diol (10.0 g, 37.3 mmol) in dry 1-methyl-2-pyrrolidinone (100 mL) with 3 A molecular sieves (3.0 g) was sparged with dry nitrogen for 15 min at RT. The solution was cooled to 0° C. and potassium bis(trimethylsilyl)amide (18.59 g, 93.2 mmol) was added in a single portion to give a deep red suspension. The suspension was warmed to RT with continued sparging. 18-Crown-6 (10.8 g, 41.0 mmol) was added in a single portion and the solution was cool... Starting materials: [Cl-].[Na+] (sodium chloride), C(C)OC(C1=CC=C(C=C1)N1CCC(CC1)NC(=O)OCC1=CC=CC=C1)=O (4-(4-benzyloxycarbonylaminopiperidin-1-yl)-benzoic acid ethyl ester), CO (Methanol), [H-].C(C(C)C)[Al+]CC(C)C.CCCCCC (diisobutylaluminum hydride hexane). Run in ClCCl (dichloromethane). Run at temperature -78 celsius, time 1 hour. The product is C(C1=CC=CC=C1)OC(=O)NC1CCN(CC1)C1=CC=C(C=O)C=C1 (4-(4-benzyloxycarbonylaminopiperidin-1-yl)-benzaldehyde). As a reaction SMILES: C([O:3][C:4](=O)[C:5]1[CH:10]=[CH:9][C:8]([N:11]2[CH2:16][CH2:15][CH:14]([NH:17][C:18]([O:20][CH2:21][C:22]3[CH:27]=[CH:26][CH:25]=[CH:24][CH:23]=3)=[O:19])[CH2:13][CH2:12]2)=[CH:7][CH:6]=1)C.[H-].C([Al+]CC(C)C)C(C)C.CCCCCC.CO.[Cl-].[Na+]>ClCCl>[CH2:21]([O:20][C:18]([NH:17][CH:14]1[CH2:13][CH2:12][N:11]([C:8]2[CH:7]=[CH:6][C:5]([CH:4]=[O:3])=[CH:10][CH:9]=2)[CH2:16][CH2:15]1)=[O:19])[C:22]1[CH:23]=[CH:24][CH:25]=[CH:26][CH:27]=1 |f:1.2.3,5.6|. Reported procedure: The 4-(4-benzyloxycarbonylaminopiperidin-1-yl)-benzoic acid ethyl ester (13.6 g, 35.6 mmol) obtained in Example 7 (2) was dissolved in dichloromethane (150 ml), and a diisobutylaluminum hydride-hexane solution (91 ml, 89.0 mmol) was added thereto, followed by stirring at −78° C. for 1 hour. Methanol was added to the reaction mixture, and then saturated sodium chloride was added thereto, followed by stirring. After the insoluble material was filtered with Celite, the solvent was evaporated from t... Reactants: BrC(Br)(Br)Br, CCC=CCCCCCCCCCCO, ClCCl, c1ccc(P(c2ccccc2)c2ccccc2)cc1. The product is CCC=CCCCCCCCCCCBr. Reaction SMILES: [C:16]([Br:17])([Br:18])([Br:19])[Br:20].[CH2:1]([CH2:2][CH2:3][CH2:4][CH2:5][CH2:6][CH2:7][CH2:8][CH2:9][CH2:10][CH:11]=[CH:12][CH2:13][CH3:14])[OH:15].[Cl:40][CH2:41][Cl:42].[c:21]1([P:22]([c:23]2[cH:24][cH:25][cH:26][cH:27][cH:28]2)[c:29]2[cH:30][cH:31][cH:32][cH:33][cH:34]2)[cH:35][cH:36][cH:37][cH:38][cH:39]1>>[CH2:1]([CH2:2][CH2:3][CH2:4][CH2:5][CH2:6][CH2:7][CH2:8][CH2:9][CH2:10][CH:11]=[CH:12][CH2:13][CH3:14])[Br:17].